This data is from the Open Reaction Database (ORD), a public repository of structured organic reaction records. The task is: describe an organic reaction: reactants, conditions, products, and yield Reactants: NC(CC(=O)O)C1=CC=C(C=C1)OC (3-amino-3-(4-methoxyphenyl)propionic acid), C([O-])([O-])=O.[Na+].[Na+] (sodium carbonate), C(=O)(OCC)N1C(C=2C(C1=O)=CC=CC2)=O (N-carboethoxyphthalimide). The solvent is C(C)#N.O (acetonitrile water). Reaction conditions: time 1 hour. Yields the product C1(C=2C(C(N1C(CC(=O)O)C1=CC=C(C=C1)OC)=O)=CC=CC2)=O (3-phthalimido-3-(4-methoxyphenyl)propionic acid). The yield is 86.7%. RXN SMILES: [NH2:1][CH:2]([C:7]1[CH:12]=[CH:11][C:10]([O:13][CH3:14])=[CH:9][CH:8]=1)[CH2:3][C:4]([OH:6])=[O:5].C(=O)([O-])[O-].[Na+].[Na+].C(N1[C:30](=[O:31])[C:29]2=[CH:32][CH:33]=[CH:34][CH:35]=[C:28]2[C:27]1=[O:36])(OCC)=O>C(#N)C.O>[C:27]1(=[O:36])[N:1]([CH:2]([C:7]2[CH:8]=[CH:9][C:10]([O:13][CH3:14])=[CH:11][CH:12]=2)[CH2:3][C:4]([OH:6])=[O:5])[C:30](=[O:31])[C:29]2=[CH:32][CH:33]=[CH:34][CH:35]=[C:28]12 |f:1.2.3,5.6|. Procedure details: To a stirred mixture of 3-amino-3-(4-methoxyphenyl)propionic acid (1.95 g, 10.0 mmol) and sodium carbonate (1.11 g, 10.5 mmol) in 200 mL of acetonitrile-water 1:1 is added N-carboethoxyphthalimide (2.26 g, 10.0 mmol). After 1 hour, the reaction slurry is filtered. The filtrate is concentrated to remove the acetonitrile and the pH adjusted to 1-2 with 4N hydrochloric acid and stirred over night. The resulting slurry is filtered and the solid washed with water. The solid is dried in vacuo (60° C.,... Starting materials: [O-]CC.[Na+] (Sodium ethoxide), CC(C)CCCC(C)CC=O (dihydrocitronellal), diethyl 3-ethoxycarbonyl-2-methylprop-2-enyl phosphonate. Run in CN(C=O)C (dimethylformamide). Reaction conditions: time 8 hour. The product is CC(=CC(=O)OCC)C=CCC(CCCC(C)C)C (ethyl 3,7,11-trimethyldodeca-2,4-dienoate). As a reaction SMILES: [O-:1][CH2:2][CH3:3].[Na+].[CH3:5][CH:6]([CH2:8][CH2:9][CH2:10][CH:11]([CH2:13][CH:14]=[O:15])[CH3:12])[CH3:7]>CN(C)C=O>[CH3:12][C:11]([CH:10]=[CH:9][CH2:8][CH:6]([CH3:5])[CH2:7][CH2:9][CH2:8][CH:6]([CH3:7])[CH3:5])=[CH:13][C:14]([O:1][CH2:2][CH3:3])=[O:15] |f:0.1|. Procedure: Sodium ethoxide (9 g. sodium in 600 ml. of ethanol) is added slowly to a mixture of 42 g. of dihydrocitronellal and 75 g. of diethyl 3-ethoxycarbonyl-2-methylprop-2-enyl phosphonate (about 49% trans) in one liter of dimethylformamide, under nitrogen and at 0°, with stirring. The mixture is allowed to stand overnight at about 5° and the reaction worked up by extraction with ether, washing with water and brine and filtering through Florisil to yield ethyl 3,7,11-trimethyldodeca-2,4-dienoate as a c... Reactants: O=C([O-])[O-], CC1(C)CNC(=O)C1, CS(=O)(=O)c1ncc(C#Cc2ccccc2)cn1, [Cs+], [Cs+], C1COCCO1. Yields the product CC1(C)CC(=O)N(c2ncc(C#Cc3ccccc3)cn2)C1. As a reaction SMILES: [C:27](=[O:28])([O-:29])[O-:30].[CH3:19][C:20]1([CH3:26])[CH2:21][C:22](=[O:25])[NH:23][CH2:24]1.[CH3:1][S:2](=[O:3])(=[O:4])[c:5]1[n:6][cH:7][c:8]([C:11]#[C:12][c:13]2[cH:14][cH:15][cH:16][cH:17][cH:18]2)[cH:9][n:10]1.[Cs+:31].[Cs+:32].[O:33]1[CH2:34][CH2:35][O:36][CH2:37][CH2:38]1>>[c:5]1([N:23]2[C:22](=[O:25])[CH2:21][C:20]([CH3:19])([CH3:26])[CH2:24]2)[n:6][cH:7][c:8]([C:11]#[C:12][c:13]2[cH:14][cH:15][cH:16][cH:17][cH:18]2)[cH:9][n:10]1. The reactants are ClC=1C=C(C=C(C1)Cl)NC(CCCC(=O)O)=O (N-(3,5-dichlorophenyl) glutaric acid monoamide), C(C)(=O)OC(C)=O (acetic anhydride), C(C)(=O)[O-].[Na+] (sodium acetate). Run at time 1 hour. Yields the product ClC=1C=C(C=C(C1)Cl)N1C(CCCC1=O)=O (N-(3,5-Dichlorophenyl) glutarimide). RXN SMILES: [Cl:1][C:2]1[CH:3]=[C:4]([NH:9][C:10](=[O:17])[CH2:11][CH2:12][CH2:13][C:14]([OH:16])=O)[CH:5]=[C:6]([Cl:8])[CH:7]=1.C(OC(=O)C)(=O)C.C([O-])(=O)C.[Na+]>>[Cl:1][C:2]1[CH:3]=[C:4]([N:9]2[C:10](=[O:17])[CH2:11][CH2:12][CH2:13][C:14]2=[O:16])[CH:5]=[C:6]([Cl:8])[CH:7]=1 |f:2.3|. Reported procedure: A mixture comprising 27.6 g. of N-(3,5-dichlorophenyl) glutaric acid monoamide, 50 g. of acetic anhydride and 1 g. of anhydrous sodium acetate was fed to a 100 ml. four-necked flask and was heated with stirring at 80° - 90° C. for 1 hour. Thereafter, the acetic acid and acetic anhydride were removed by distillation under reduced pressure, and the residue was washed with water and then dried to obtain 24.8 g. of the above-mentioned compound in the form of white crystals, m.p. 172.5° - 174.5° C. Reactants: CN(C)CCCl, CS(C)=O, [Cl-], [H-], [NH4+], [Na+], O=C(Nc1ccccn1)c1nc2ccccc2[nH]1. Product: CN(C)CCn1c(C(=O)Nc2ccccn2)nc2ccccc21. RXN SMILES: [CH3:21][N:22]([CH2:23][CH2:24][Cl:25])[CH3:26].[CH3:29][S:30]([CH3:31])=[O:32].[Cl-:27].[H-:19].[NH4+:28].[Na+:20].[n:1]1[c:2]([NH:7][C:8](=[O:9])[c:10]2[nH:11][c:12]3[c:13]([n:14]2)[cH:15][cH:16][cH:17][cH:18]3)[cH:3][cH:4][cH:5][cH:6]1>>[n:1]1[c:2]([NH:7][C:8](=[O:9])[c:10]2[n:11][c:12]3[c:13]([n:14]2[CH2:24][CH2:23][N:22]([CH3:21])[CH3:26])[cH:15][cH:16][cH:17][cH:18]3)[cH:3][cH:4][cH:5][cH:6]1. Reactants: BrCC1CCCCC1 (Bromomethylcyclohexane), N1C=NC=C1 (imidazole), [Na] (sodium). The solvent is C(C)O (ethanol). Yields the product C1(CCCCC1)CN1C=NC=C1 (1-Cyclohexylmethylimidazole). RXN SMILES: Br[CH2:2][CH:3]1[CH2:8][CH2:7][CH2:6][CH2:5][CH2:4]1.[NH:9]1[CH:13]=[CH:12][N:11]=[CH:10]1.[Na]>C(O)C>[CH:3]1([CH2:2][N:9]2[CH:13]=[CH:12][N:11]=[CH:10]2)[CH2:8][CH2:7][CH2:6][CH2:5][CH2:4]1 |^1:13|. Procedure: Bromomethylcyclohexane (39.8 g; 0.225 mole) was added dropwise to a refluxing solution of imidazole (13.6 g; 0.2 mole) and sodium (4.6 g; 0.2 mole) in absolute ethanol (100 ml). After addition the reaction mixture was heated under reflux for a further 5 hours. After this period the mixture was cooled and the solvent evaporated under reduced pressure. The residue was taken up in water (150 ml), washed with ether (50 ml) and extracted with chloroform (3×50 ml). The combined chloroform extracts wer... Starting materials: Cc1nc(Br)cn1C, CC(=O)[O-], CC(=O)[O-], CN1CCN(c2ccc(Nc3ncc4ccc(B5OC(C)(C)C(C)(C)O5)n4n3)cc2)CC1, CCO, [Na+], [Na+], O=C([O-])[O-], C1CCOC1, O, [Pd+2], c1ccc(P(c2ccccc2)c2ccccc2)cc1. Product: Cc1nc(-c2ccc3cnc(Nc4ccc(N5CCN(C)CC5)cc4)nn23)cn1C. As a reaction SMILES: [Br:20][c:21]1[n:22][c:23]([CH3:27])[n:24]([CH3:26])[cH:25]1.[C:75]([O-:76])(=[O:77])[CH3:78].[C:80]([O-:81])(=[O:82])[CH3:83].[CH3:28][N:29]1[CH2:30][CH2:31][N:32]([c:35]2[cH:36][cH:37][c:38]([NH:41][c:42]3[n:43][n:44]4[c:45]([cH:46][n:47]3)[cH:48][cH:49][c:50]4[B:51]3[O:52][C:53]([CH3:54])([CH3:55])[C:56]([CH3:57])([CH3:58])[O:59]3)[cH:39][cH:40]2)[CH2:33][CH2:34]1.[CH3:72][CH2:73][OH:74].[Na+:60].[Na+:61].[O-:62][C:63](=[O:64])[O-:65].[O:67]1[CH2:68][CH2:69][CH2:70][CH2:71]1.[OH2:66].[Pd+2:79].[c:1]1([P:2]([c:3]2[cH:4][cH:5][cH:6][cH:7][cH:8]2)[c:9]2[cH:10][cH:11][cH:12][cH:13][cH:14]2)[cH:15][cH:16][cH:17][cH:18][cH:19]1>>[c:21]1(-[c:50]2[n:44]3[n:43][c:42]([NH:41][c:38]4[cH:37][cH:36][c:35]([N:32]5[CH2:31][CH2:30][N:29]([CH3:28])[CH2:34][CH2:33]5)[cH:40][cH:39]4)[n:47][cH:46][c:45]3[cH:48][cH:49]2)[n:22][c:23]([CH3:27])[n:24]([CH3:26])[cH:25]1. Reactants: CCOC(=O)CCN, CN1CCOCC1, CC(C)COC(=O)Cl, Cl, Cl, NN=Cc1ccc(NC(=O)CCC(=O)O)cc1, CN(C)C=O. The product is CCOC(=O)CCNC(=O)CCC(=O)Nc1ccc(C=NN)cc1. RXN SMILES: [CH2:35]([CH3:36])[O:37][C:38]([CH2:39][CH2:40][NH2:41])=[O:42].[CH3:19][N:20]1[CH2:21][CH2:22][O:23][CH2:24][CH2:25]1.[Cl:26][C:27]([O:28][CH2:29][CH:30]([CH3:31])[CH3:32])=[O:33].[ClH:1].[ClH:34].[NH2:2][N:3]=[CH:4][c:5]1[cH:6][cH:7][c:8]([NH:11][C:12]([CH2:13][CH2:14][C:15](=[O:16])[OH:17])=[O:18])[cH:9][cH:10]1.[O:43]=[CH:44][N:45]([CH3:46])[CH3:47]>>[NH2:2][N:3]=[CH:4][c:5]1[cH:6][cH:7][c:8]([NH:11][C:12]([CH2:13][CH2:14][C:15](=[O:17])[NH:41][CH2:40][CH2:39][C:38]([O:37][CH2:35][CH3:36])=[O:42])=[O:18])[cH:9][cH:10]1. Reactants: CC1(C)OC2C(COS(=O)(=O)NC(c3ccccc3)(c3ccccc3)c3ccccc3)OC(n3cnc4c(Cl)ncnc43)C2O1, ClCCCl, Cl[Pd]Cl, c1ccc(P(c2ccccc2)c2ccccc2)cc1, c1ccc(P(c2ccccc2)c2ccccc2)cc1. Product: C=Cc1ncnc2c1ncn2C1OC(COS(=O)(=O)NC(c2ccccc2)(c2ccccc2)c2ccccc2)C2OC(C)(C)OC21. As a reaction SMILES: [C:1]([c:2]1[cH:3][cH:4][cH:5][cH:6][cH:7]1)([c:8]1[cH:9][cH:10][cH:11][cH:12][cH:13]1)([c:14]1[cH:15][cH:16][cH:17][cH:18][cH:19]1)[NH:20][S:21]([O:22][CH2:23][CH:24]1[O:25][CH:26]([n:34]2[c:35]3[n:36][cH:37][n:38][c:39]([Cl:43])[c:40]3[n:41][cH:42]2)[CH:27]2[O:28][C:29]([CH3:32])([CH3:33])[O:30][CH:31]12)(=[O:44])=[O:45].[Cl:46][CH2:47][CH2:48][Cl:49].[Pd:50]([Cl:51])[Cl:52].[c:53]1([P:54]([c:55]2[cH:56][cH:57][cH:58][cH:59][cH:60]2)[c:61]2[cH:62][cH:63][cH:64][cH:65][cH:66]2)[cH:67][cH:68][cH:69][cH:70][cH:71]1.[c:72]1([P:73]([c:74]2[cH:75][cH:76][cH:77][cH:78][cH:79]2)[c:80]2[cH:81][cH:82][cH:83][cH:84][cH:85]2)[cH:86][cH:87][cH:88][cH:89][cH:90]1>>[C:1]([c:2]1[cH:3][cH:4][cH:5][cH:6][cH:7]1)([c:8]1[cH:9][cH:10][cH:11][cH:12][cH:13]1)([c:14]1[cH:15][cH:16][cH:17][cH:18][cH:19]1)[NH:20][S:21]([O:22][CH2:23][CH:24]1[O:25][CH:26]([n:34]2[c:35]3[n:36][cH:37][n:38][c:39]([CH:47]=[CH2:48])[c:40]3[n:41][cH:42]2)[CH:27]2[O:28][C:29]([CH3:32])([CH3:33])[O:30][CH:31]12)(=[O:44])=[O:45]. Reactants: COC(=O)c1ccc(N)c(Cl)c1, [Na+], [Na+], O=C([O-])[O-], O, O=S(=O)(O)O. The product is COC(=O)c1ccc(N=O)c(Cl)c1. RXN SMILES: [NH2:12][c:13]1[c:14]([Cl:23])[cH:15][c:16]([C:17](=[O:18])[O:19][CH3:20])[cH:21][cH:22]1.[Na+:6].[Na+:7].[O-:8][C:9](=[O:10])[O-:11].[OH2:24].[S:1](=[O:2])(=[O:3])([OH:4])[OH:5]>>[O:8]=[N:12][c:13]1[c:14]([Cl:23])[cH:15][c:16]([C:17](=[O:18])[O:19][CH3:20])[cH:21][cH:22]1.